From a dataset of the Open Reaction Database (ORD), a public repository of structured organic reaction records. describe an organic reaction: reactants, conditions, products, and yield Starting materials: example 4 ( d ), C(C)(C)(C)OC(=O)N1CCN(CC1)C=1SC(=CN1)S(=O)(=O)C(C)C (4-[5-(propane-2-sulfonyl)-thiazol-2-yl]-piperazine-1-carboxylic acid tert-butyl ester), Cl (hydrogen chloride). Yields the product Cl.CC(C)S(=O)(=O)C1=CN=C(S1)N1CCNCC1 (1-[5-(Propane-2-sulfonyl)-thiazol-2-yl]-piperazine hydrochloride). The yield is 97.0%. RXN SMILES: C(OC([N:8]1[CH2:13][CH2:12][N:11]([C:14]2[S:15][C:16]([S:19]([CH:22]([CH3:24])[CH3:23])(=[O:21])=[O:20])=[CH:17][N:18]=2)[CH2:10][CH2:9]1)=O)(C)(C)C.[ClH:25]>>[ClH:25].[CH3:24][CH:22]([S:19]([C:16]1[S:15][C:14]([N:11]2[CH2:10][CH2:9][NH:8][CH2:13][CH2:12]2)=[N:18][CH:17]=1)(=[O:20])=[O:21])[CH3:23] |f:2.3|. Reported procedure: Prepared in analogy to example 4 (d) from 4-[5-(propane-2-sulfonyl)-thiazol-2-yl]-piperazine-1-carboxylic acid tert-butyl ester and hydrogen chloride solution. The crude material was purified by recrystallisation from ether to afford the title compound as a white crystalline solid (yield 97%). MS (m/e): 276.4 (M+H+, 100%). Starting materials: S(O)(O)(=O)=O (sulphuric acid), [N+](=O)(O)[O-] (nitric acid), ClC1=C(C(=CC=C1)F)C (2-chloro-6-fluorotoluene). Reaction conditions: temperature 15 celsius, time 70 minute. The product is ClC1=C(C(=CC=C1[N+](=O)[O-])F)C (2-chloro-6-fluoro-3-nitrotoluene). RXN SMILES: S(=O)(=O)(O)O.[N+:6]([O-:9])(O)=[O:7].[Cl:10][C:11]1[CH:16]=[CH:15][CH:14]=[C:13]([F:17])[C:12]=1[CH3:18]>>[Cl:10][C:11]1[C:16]([N+:6]([O-:9])=[O:7])=[CH:15][CH:14]=[C:13]([F:17])[C:12]=1[CH3:18]. Procedure: To a vigorously stirred mixture of sulphuric acid (136 ml) and nitric acid (134 ml), maintained at 15° C. was added dropwise 2-chloro-6-fluorotoluene (100 g) over a period of 30 minutes. The mixture was alllowed to attain room temperature (20° C.), stirred for 70 minutes, then poured onto crushed ice. Solid 2-chloro-6-fluoro-3-nitrotoluene (70 g) was obtained after filtering and drying. The reactants are C(#N)C(C(C)C)(C)NC(C=1C(C(=O)O)=CC=CC1)=O (N-(1-cyano-1,2-dimethylpropyl)phthalamic acid), Cl (hydrochloric acid), [OH-].[Na+] (sodium hydroxide), OO (hydrogen peroxide). Solvent: C(C)(C)O (isopropyl alcohol), O (water). Reaction conditions: temperature 80 celsius. The product is Cl.C(C)(C)C1(C(N=C(N1)C1=C(C(=O)O)C=CC=C1)=O)C (2-(5-isopropyl-5-methyl-4-oxo-2-imidazolin-2-yl)benzoic acid, hydrochloride salt). The yield is 60.3%. RXN SMILES: [C:1]([C:3]([NH:8][C:9](=O)[C:10]1[C:11](=[CH:15][CH:16]=[CH:17][CH:18]=1)[C:12]([OH:14])=[O:13])([CH3:7])[CH:4]([CH3:6])[CH3:5])#[N:2].[OH-:20].[Na+].OO.[ClH:24]>C(O)(C)C.O>[ClH:24].[CH:4]([C:3]1([CH3:7])[NH:8][C:9]([C:10]2[CH:18]=[CH:17][CH:16]=[CH:15][C:11]=2[C:12]([OH:14])=[O:13])=[N:2][C:1]1=[O:20])([CH3:6])[CH3:5] |f:1.2,7.8|. Procedure: To 5.22 g (0.020 mol) of N-(1-cyano-1,2-dimethylpropyl)phthalamic acid in a mixture of 35 mL isopropyl alcohol and 10 mL of water is added 6.41 g (0.080 mol) of aqueous 50% sodium hydroxide. External cooling is applied to hold the temperature at 20°-30° C. and 4.80 g (0.042 mol) of aqueous 30% hydrogen peroxide is added. The mixture is heated at 80° C. for five hours then cooled to 20°-25° C. Aqueous 36% hydrochloric acid is added to adjust the pH to 1. The volatile solvent is removed in vacuo t... Starting materials: O1C(=CC=C1)C(=O)OC=1C(=NC=C(C1)COC(=O)C=1OC=CC1)C (3-(2-furoyloxy)-5-(2-furoyloxymethyl)-2-methylpyridine), Cl (hydrochloric acid). The product is O1C(=CC=C1)C(=O)OCC=1C=C(C(=NC1)C)O (5-(2-Furoyloxymethyl)-2-methyl-3-pyridinol). RXN SMILES: O1C=CC=C1C([O:8][C:9]1[C:10]([CH3:24])=[N:11][CH:12]=[C:13]([CH2:15][O:16][C:17]([C:19]2[O:20][CH:21]=[CH:22][CH:23]=2)=[O:18])[CH:14]=1)=O.Cl>>[O:20]1[CH:21]=[CH:22][CH:23]=[C:19]1[C:17]([O:16][CH2:15][C:13]1[CH:14]=[C:9]([OH:8])[C:10]([CH3:24])=[N:11][CH:12]=1)=[O:18]. Procedure: 0.98 G. of 3-(2-furoyloxy)-5-(2-furoyloxymethyl)-2-methylpyridine was heated at 75°C for 1 hour in 20 ml. of 2N hydrochloric acid. Starting materials: CCOC(=O)c1ccc(-c2ccc(OCCCN(C)C)c(-c3ccc4c(c3)C(C)(C)CCC4(C)C)c2)cc1, [Na+], C1CCOC1, [OH-]. Yields the product CN(C)CCCOc1ccc(-c2ccc(C(=O)O)cc2)cc1-c1ccc2c(c1)C(C)(C)CCC2(C)C. Reaction SMILES: [CH3:3][N:4]([CH2:5][CH2:6][CH2:7][O:8][c:9]1[c:10](-[c:26]2[cH:27][c:28]3[c:33]([cH:34][cH:35]2)[C:32]([CH3:36])([CH3:37])[CH2:31][CH2:30][C:29]3([CH3:38])[CH3:39])[cH:11][c:12](-[c:15]2[cH:16][cH:17][c:18]([C:21](=[O:22])[O:23][CH2:24][CH3:25])[cH:19][cH:20]2)[cH:13][cH:14]1)[CH3:40].[Na+:2].[O:41]1[CH2:42][CH2:43][CH2:44][CH2:45]1.[OH-:1]>>[CH3:3][N:4]([CH2:5][CH2:6][CH2:7][O:8][c:9]1[c:10](-[c:26]2[cH:27][c:28]3[c:33]([cH:34][cH:35]2)[C:32]([CH3:36])([CH3:37])[CH2:31][CH2:30][C:29]3([CH3:38])[CH3:39])[cH:11][c:12](-[c:15]2[cH:16][cH:17][c:18]([C:21](=[O:22])[OH:23])[cH:19][cH:20]2)[cH:13][cH:14]1)[CH3:40]. Reactants: CO, Cl, Cn1cc(-c2ccc(Nc3nc4c(c(N(CCO)c5ccccc5)n3)CN(C(=O)OC(C)(C)C)CC4)cc2)cn1. The product is Cn1cc(-c2ccc(Nc3nc4c(c(N(CCO)c5ccccc5)n3)CNCC4)cc2)cn1. RXN SMILES: [CH3:42][OH:43].[ClH:41].[OH:1][CH2:2][CH2:3][N:4]([c:5]1[c:6]2[c:7]([n:8][c:9]([NH:11][c:12]3[cH:13][cH:14][c:15](-[c:18]4[cH:19][n:20][n:21]([CH3:23])[cH:22]4)[cH:16][cH:17]3)[n:10]1)[CH2:24][CH2:25][N:26]([C:28]([O:29][C:30]([CH3:31])([CH3:32])[CH3:33])=[O:34])[CH2:27]2)[c:35]1[cH:36][cH:37][cH:38][cH:39][cH:40]1>>[OH:1][CH2:2][CH2:3][N:4]([c:5]1[c:6]2[c:7]([n:8][c:9]([NH:11][c:12]3[cH:13][cH:14][c:15](-[c:18]4[cH:19][n:20][n:21]([CH3:23])[cH:22]4)[cH:16][cH:17]3)[n:10]1)[CH2:24][CH2:25][NH:26][CH2:27]2)[c:35]1[cH:36][cH:37][cH:38][cH:39][cH:40]1. Starting materials: CCOCC, CO, CCOCc1nc2c(Cl)nc3ccccc3c2n1CCCc1cc(-c2cccnc2)no1, N. Product: CCOCc1nc2c(N)nc3ccccc3c2n1CCCc1cc(-c2cccnc2)no1. Reaction SMILES: [CH3:34][CH2:35][O:36][CH2:37][CH3:38].[CH3:39][OH:40].[Cl:1][c:2]1[n:3][c:4]2[cH:5][cH:6][cH:7][cH:8][c:9]2[c:10]2[c:11]1[n:12][c:13]([CH2:29][O:30][CH2:31][CH3:32])[n:14]2[CH2:15][CH2:16][CH2:17][c:18]1[cH:19][c:20](-[c:23]2[cH:24][n:25][cH:26][cH:27][cH:28]2)[n:21][o:22]1.[NH3:33]>>[c:2]1([NH2:33])[n:3][c:4]2[cH:5][cH:6][cH:7][cH:8][c:9]2[c:10]2[c:11]1[n:12][c:13]([CH2:29][O:30][CH2:31][CH3:32])[n:14]2[CH2:15][CH2:16][CH2:17][c:18]1[cH:19][c:20](-[c:23]2[cH:24][n:25][cH:26][cH:27][cH:28]2)[n:21][o:22]1. Starting materials: IC1COC2(C1(C)C)CN(CC2)C(=O)OC(C)(C)C (tert-butyl 3-iodo-4,4-dimethyl-1-oxa-7-azaspiro[4.4]nonane-7-carboxylate), C[Si](C)(C)[SiH]([Si](C)(C)C)[Si](C)(C)C (tris(trimethylsilyl)silane), N(=NC(C#N)(C)C)C(C#N)(C)C (2,2′-azo-bis-isobutyronitrile), C1(=CC=CC=C1)C (toluene). Conditions: temperature 90 celsius. Product: CC1(CCOC12CN(CC2)C(=O)OC(C)(C)C)C (tert-butyl 4,4-dimethyl-1-oxa-7-azaspiro[4.4]nonane-7-carboxylate). RXN SMILES: I[CH:2]1[C:6]([CH3:8])([CH3:7])[C:5]2([CH2:12][CH2:11][N:10]([C:13]([O:15][C:16]([CH3:19])([CH3:18])[CH3:17])=[O:14])[CH2:9]2)[O:4][CH2:3]1.C[Si]([SiH]([Si](C)(C)C)[Si](C)(C)C)(C)C.N(C(C)(C)C#N)=NC(C)(C)C#N.C1(C)C=CC=CC=1>>[CH3:7][C:6]1([CH3:8])[C:5]2([CH2:12][CH2:11][N:10]([C:13]([O:15][C:16]([CH3:19])([CH3:18])[CH3:17])=[O:14])[CH2:9]2)[O:4][CH2:3][CH2:2]1. Reported procedure: A mixture of tert-butyl 3-iodo-4,4-dimethyl-1-oxa-7-azaspiro[4.4]nonane-7-carboxylate (0.47 g, 0.0012 mol), tris(trimethylsilyl)silane (0.456 mL, 0.00148 mol) and 2,2′-azo-bis-isobutyronitrile (0.002 g, 0.00001 mol) in toluene (10.00 mL, 0.09388 mol) was heated at 90° C. overnight. The volatiles were removed in-vacuo and the residue was purified by CombiFlash, eluting with 0 to 30% EtOAc in hexane, to provide the THF compound. LCMS (M+Na) 278.2. The reactants are Cl (HCl), CC(C(C(=O)OC)NC(=O)C=1SC(=CN1)C1=CC=C(C=C1)[N+](=O)[O-])C (Methyl 3-methyl-2-(5-(4-nitrophenyl)thiazole-2-carboxamido)butanoate), CC(C(C(=O)OC)NC(=O)C=1SC(=CN1)C1=CC=C(C=C1)[N+](=O)[O-])C (Methyl 3-methyl-2-(5-(4-nitrophenyl)thiazole-2-carboxamido)butanoate), ClC=1SC2=C(N1)C=CC(=C2)F (2-chloro-6-fluorobenzo[d]thiazole), CCO (EtOH). The solvent is O1CCOCC1 (1,4-Dioxane). Conditions: temperature 80 celsius. The product is FC1=CC2=C(N=C(S2)NC2=CC=C(C=C2)C2=CN=C(S2)C(=O)NC(C(=O)OCC)C(C)C)C=C1 (Ethyl 2-(5-(4-(6-fluorobenzo[d]thiazol-2-ylamino)phenyl)thiazole-2-carboxamido)-3-methylbutanoate). As a reaction SMILES: [CH3:1][CH:2]([CH3:25])[CH:3]([NH:8][C:9]([C:11]1[S:12][C:13]([C:16]2[CH:21]=[CH:20][C:19]([N+:22]([O-])=O)=[CH:18][CH:17]=2)=[CH:14][N:15]=1)=[O:10])[C:4]([O:6][CH3:7])=[O:5].Cl[C:27]1[S:28][C:29]2[CH:35]=[C:34]([F:36])[CH:33]=[CH:32][C:30]=2[N:31]=1.Cl.[CH3:38]CO>O1CCOCC1>[F:36][C:34]1[CH:33]=[CH:32][C:30]2[N:31]=[C:27]([NH:22][C:19]3[CH:20]=[CH:21][C:16]([C:13]4[S:12][C:11]([C:9]([NH:8][CH:3]([CH:2]([CH3:25])[CH3:1])[C:4]([O:6][CH2:7][CH3:38])=[O:5])=[O:10])=[N:15][CH:14]=4)=[CH:17][CH:18]=3)[S:28][C:29]=2[CH:35]=1. Procedure: A solution of Methyl 2-(5-(4-aminophenyl)thiazole-2-carboxamido)-3-methylbutanoate (Intermediate 2, 150 mg) and 2-chloro-6-fluorobenzo[d]thiazole (101 mg) in EtOH (3 ml) was heated at 55-60° C. to get clear solution. 4M aqueous HCl in 1,4-Dioxane (0.11 ml) was added to it and the reaction mixture was refluxed at 80° C. for 20 hours. The solvent was removed under reduced pressure and the residue was purified by silica gel column chromatography (EtOAc:Pet ether, 2:8). The solid was crystallized in...